Task: describe an organic reaction: reactants, conditions, products, and yield. Dataset: the Open Reaction Database (ORD), a public repository of structured organic reaction records Reactants: C(C)(C)C1=CC=C(C=C1)C#CCO (p-isopropylphenylethynylcarbinol), C1(O)=CC=C(O)C=C1 (hydroquinone). The solvent is C(=O)O (formic acid). Yields the product C(C)(C)C1=CC=C(C=CC=O)C=C1 (p-isopropylcinnamaldehyde). Yield: 76.0%. RXN SMILES: [CH:1]([C:4]1[CH:9]=[CH:8][C:7]([C:10]#[C:11][CH2:12][OH:13])=[CH:6][CH:5]=1)([CH3:3])[CH3:2].C1(C=CC(O)=CC=1)O>C(O)=O>[CH:1]([C:4]1[CH:5]=[CH:6][C:7]([CH:10]=[CH:11][CH:12]=[O:13])=[CH:8][CH:9]=1)([CH3:3])[CH3:2]. Procedure details: A mixture of 250 g of 75% strength aqueous formic acid, 50 g of p-isopropylphenylethynylcarbinol and 0.5 g of hydroquinone is refluxed for 1 hour and then worked up as described in Example 1 to give 38 g (corresponding to 76% of theory) of p-isopropylcinnamaldehyde having a boiling point of 90°-95° C./0.06 mbar. Reactants: C(C)OC(CC(C)(O)C1=CC=C(C=C1)C1=C(C=C(C=C1)F)F)=O (3-(2',4'-difluoro-4-biphenylyl)-3-hydroxybutyric acid ethyl ester), P(O)(O)(O)=O (phosphoric acid), [I-].[K+] (potassium iodide), red phosphorus. Yields the product C(C)OC(CC(C)C1=CC=C(C=C1)C1=C(C=C(C=C1)F)F)=O (3-(2',4'-difluoro-4-biphenylyl)butyric acid ethyl ester). As a reaction SMILES: [CH2:1]([O:3][C:4](=[O:23])[CH2:5][C:6]([C:9]1[CH:14]=[CH:13][C:12]([C:15]2[CH:20]=[CH:19][C:18]([F:21])=[CH:17][C:16]=2[F:22])=[CH:11][CH:10]=1)(O)[CH3:7])[CH3:2].[I-].[K+].P(=O)(O)(O)O>>[CH2:1]([O:3][C:4](=[O:23])[CH2:5][CH:6]([C:9]1[CH:14]=[CH:13][C:12]([C:15]2[CH:20]=[CH:19][C:18]([F:21])=[CH:17][C:16]=2[F:22])=[CH:11][CH:10]=1)[CH3:7])[CH3:2] |f:1.2|. Reported procedure: A mixture of 32 g. of 3-(2',4'-difluoro-4-biphenylyl)-3-hydroxybutyric acid ethyl ester, 8.7 g. of potassium iodide, 5.2 g. of red phosphorus and 45 ml. of 85% phosphoric acid is stirred and heated to 130° for 7 hours. It is worked up in the customary manner to give 3-(2',4'-difluoro-4-biphenylyl)butyric acid ethyl ester. The reactants are C(C1=CC=CC=C1)(=O)NC(=S)NC=1C(=NC=NC1)OC (N-benzoyl-N'-(4-methoxy-5-pyrimidyl)-thiourea), Cl (hydrochloric acid). Run in CC[O-].[Na+] (sodium ethylate solution). Run at time 1 hour. Yields the product COC1=NC=NC=C1NC(=S)N (N-(4-methoxy-5-pyrimidyl)-thiourea). Isolated yield 60.0%. RXN SMILES: C([NH:9][C:10]([NH:12][C:13]1[C:14]([O:19][CH3:20])=[N:15][CH:16]=[N:17][CH:18]=1)=[S:11])(=O)C1C=CC=CC=1.Cl>CC[O-].[Na+]>[CH3:20][O:19][C:14]1[C:13]([NH:12][C:10]([NH2:9])=[S:11])=[CH:18][N:17]=[CH:16][N:15]=1 |f:2.3|. Procedure: 6.0 g N-benzoyl-N'-(4-methoxy-5-pyrimidyl)-thiourea are dissolved in 120 ml sodium ethylate solution (0.8 g sodium). After 1 hour, the solution is neutralized with diluted hydrochloric acid. The mixture is concentrated and the residue is washed with water and recrystallized from a methanol/water mixture. 2.3 g N-(4-methoxy-5-pyrimidyl)-thiourea having a melting point of 182° to 183° C. (decomp.) are obtained. Starting materials: NC=1C=NN(C1C(=O)NC=1C(=NC=CC1)Cl)C (4-amino-N-(2-chloro-3-pyridinyl)-1-methyl-1H-pyrazole-5-carboxamide). The reagents and catalysts are S(O)(O)(=O)=O (sulfuric acid). The solvent is S1(=O)(=O)CCCC1 (sulfolane). Yields the product CN1N=CC=2NC3=C(NC(C21)=O)C=CC=N3 (1-Methyl-1,4,9,10-tetrahydro-pyrazolo[4,3-e]pyrido[3,2-b][1,4]diazepin-10-one). Reaction SMILES: [NH2:1][C:2]1[CH:3]=[N:4][N:5]([CH3:17])[C:6]=1[C:7]([NH:9][C:10]1[C:11](Cl)=[N:12][CH:13]=[CH:14][CH:15]=1)=[O:8]>S1(CCCC1)(=O)=O.S(=O)(=O)(O)O>[CH3:17][N:5]1[C:6]2[C:7](=[O:8])[NH:9][C:10]3[CH:15]=[CH:14][CH:13]=[N:12][C:11]=3[NH:1][C:2]=2[CH:3]=[N:4]1. Reported procedure: An amount of 25.0 gm (0.099 mol) of 4-amino-N-(2-chloro-3-pyridinyl)-1-methyl-1H-pyrazole-5-carboxamide was dissolved in 100 ml of sulfolane and, after addition of 5 drops of concentrated sulfuric acid, heated for 1 hour to 120° C. The cold reaction mixture was filtered, and the filtration residue was suspended with 5% aqueous ammonia solution and again filtered. The product obtained was thoroughly washed with water, stirred with methanol, and subjected to cold suction filtration. After drying, ...